This data is from the Open Reaction Database (ORD), a public repository of structured organic reaction records. The task is: describe an organic reaction: reactants, conditions, products, and yield The reactants are O (water), C(C)(=O)N[C@@H](CS)C(=O)O (N-acetyl-L-cysteine), [OH-].[NH4+] (ammonium hydroxide), product. The solvent is C(C)(C)O (isopropanol). Run at temperature 35 celsius, time 8 hour. Product: [NH4+].C(C)(=O)N[C@@H](CS)C(=O)[O-] (N-acetyl-L-cysteine ammonium salt). RXN SMILES: [OH-].[NH4+].O.[C:4]([NH:7][C@H:8]([C:11]([OH:13])=[O:12])[CH2:9][SH:10])(=[O:6])[CH3:5]>C(O)(C)C>[NH4+:7].[C:4]([NH:7][C@H:8]([C:11]([O-:13])=[O:12])[CH2:9][SH:10])(=[O:6])[CH3:5] |f:0.1,5.6|. Procedure details: A solution of concentrated ammonium hydroxide (52 ml., 0.78 mole) and 20 ml. water is added in 10 minutes to a stirred mixture of N-acetyl-L-cysteine (114.2 g., 0.7 mole) in 1.2 liters of isopropanol under an atmosphere of nitrogen. During the addition the mixture thickens and the temperature increases to 35°C. The mixture is stirred overnight, collected and washed with isopropanol to yield 110 g. (87%) of product having a melting point of 156°-158°C. (dec.) (uncorr.). Crystallization of this pr... The reactants are IC=1C=C(C(C(=O)O)=CC1C(F)(F)F)C(=O)O (4-iodo-5-trifluoromethyl-phthalic acid), NC(=O)N (urea). Yields the product IC=1C=C2C(NC(C2=CC1C(F)(F)F)=O)=O (5-Iodo-6-trifluoromethyl-isoindole-1,3-dione). RXN SMILES: [I:1][C:2]1[CH:3]=[C:4]([C:15]([OH:17])=O)[C:5](=[CH:9][C:10]=1[C:11]([F:14])([F:13])[F:12])[C:6](O)=[O:7].[NH2:18]C(N)=O>>[I:1][C:2]1[CH:3]=[C:4]2[C:5](=[CH:9][C:10]=1[C:11]([F:14])([F:13])[F:12])[C:6](=[O:7])[NH:18][C:15]2=[O:17]. Reported procedure: Prepared in analogy to Example A15(b) from 4-iodo-5-trifluoromethyl-phthalic acid and urea. Brown solid. MS (m/e): 339.9 ([M−H]−, 100%) Starting materials: Cl(=O)(=O)(=O)[O-].C1(=CC=CC=C1)[I+]C1=CC=CC=C1 (diphenyliodonium perchlorate), F[Sb-](F)(F)(F)(F)F.[K+] (potassium hexafluoroantimonate). The solvent is CO (methanol). Reaction conditions: temperature 25 celsius, time 1 hour. The product is F[Sb-](F)(F)(F)(F)F.C1(=CC=CC=C1)[I+]C1=CC=CC=C1 (diphenyliodonium hexafluoroantimonate). Yield: 86.1%. Reaction SMILES: Cl([O-])(=O)(=O)=O.[C:6]1([I+:12][C:13]2[CH:18]=[CH:17][CH:16]=[CH:15][CH:14]=2)[CH:11]=[CH:10][CH:9]=[CH:8][CH:7]=1.[F:19][Sb-:20]([F:25])([F:24])([F:23])([F:22])[F:21].[K+]>CO>[F:19][Sb-:20]([F:25])([F:24])([F:23])([F:22])[F:21].[C:13]1([I+:12][C:6]2[CH:7]=[CH:8][CH:9]=[CH:10][CH:11]=2)[CH:14]=[CH:15][CH:16]=[CH:17][CH:18]=1 |f:0.1,2.3,5.6|. Reported procedure: A mixture of 4 parts of diphenyliodonium perchlorate and 2.8 parts of potassium hexafluoroantimonate and 100 parts of methanol was stirred for 1 hour at 25° C. The resulting mixture was then filtered and the methanol solution evaporated to produce a solid having a melting point of 77°-87° C. Based on method of preparation there was obtained an 86.1% yield of diphenyliodonium hexafluoroantimonate. The reactants are CC(C)(C)c1c(N)nn2cccnc12, O=C(Cl)CCc1ccccc1. Yields the product CC(C)(C)c1c(NC(=O)CCc2ccccc2)nn2cccnc12. Reaction SMILES: [C:1]([CH3:2])([CH3:3])([CH3:4])[c:5]1[c:6]([NH2:14])[n:7][n:8]2[c:9]1[n:10][cH:11][cH:12][cH:13]2.[c:15]1([CH2:21][CH2:22][C:23](=[O:24])[Cl:25])[cH:16][cH:17][cH:18][cH:19][cH:20]1>>[C:1]([CH3:2])([CH3:3])([CH3:4])[c:5]1[c:6]([NH:14][C:23]([CH2:22][CH2:21][c:15]2[cH:16][cH:17][cH:18][cH:19][cH:20]2)=[O:24])[n:7][n:8]2[c:9]1[n:10][cH:11][cH:12][cH:13]2. Reactants: C1CCOC1, CNC, CCOC(C)=O, COc1cc(-n2ccc3cc(-c4ccc(Cl)cc4)sc3c2=O)ccc1N1CCC(OS(C)(=O)=O)C1. Product: COc1cc(-n2ccc3cc(-c4ccc(Cl)cc4)sc3c2=O)ccc1N1CCC(N(C)C)C1. RXN SMILES: [CH2:39]1[O:40][CH2:41][CH2:42][CH2:43]1.[CH3:36][NH:37][CH3:38].[CH3:44][CH2:45][O:46][C:47]([CH3:48])=[O:49].[Cl:1][c:2]1[cH:3][cH:4][c:5](-[c:8]2[cH:9][c:10]3[c:11]([c:12](=[O:34])[n:13](-[c:16]4[cH:17][c:18]([O:32][CH3:33])[c:19]([N:22]5[CH2:23][CH:24]([O:27][S:28]([CH3:29])(=[O:30])=[O:31])[CH2:25][CH2:26]5)[cH:20][cH:21]4)[cH:14][cH:15]3)[s:35]2)[cH:6][cH:7]1>>[Cl:1][c:2]1[cH:3][cH:4][c:5](-[c:8]2[cH:9][c:10]3[c:11]([c:12](=[O:34])[n:13](-[c:16]4[cH:17][c:18]([O:32][CH3:33])[c:19]([N:22]5[CH2:23][CH:24]([N:37]([CH3:36])[CH3:38])[CH2:25][CH2:26]5)[cH:20][cH:21]4)[cH:14][cH:15]3)[s:35]2)[cH:6][cH:7]1. Reactants: COC(C(CC=C)NC(C1=C(C=CC=C1Cl)Cl)=O)=O (2-(2,6-dichlorobenzamido)pent-4-enoic acid methyl ester), COC1=CC=C(CN(C2=NC=CC=N2)C2=CC=C(C=C2)Br)C=C1 (N-(4-methoxybenzyl)-N-(4-bromophenyl)pyrimidin-2-amine). Yields the product COC(C(C\C=C\C1=CC=C(C=C1)N(C1=NC=CC=N1)CC1=CC=C(C=C1)OC)NC(C1=C(C=CC=C1Cl)Cl)=O)=O ((E)-2-(2,6-dichlorobenzamido)-5-[4-((4-methoxy-benzyl)-pyrimidin-2-ylamino)phenyl]pent-4-enoic acid methyl ester). Isolated yield 62.8%. As a reaction SMILES: [CH3:1][O:2][C:3](=[O:19])[CH:4]([NH:8][C:9](=[O:18])[C:10]1[C:15]([Cl:16])=[CH:14][CH:13]=[CH:12][C:11]=1[Cl:17])[CH2:5][CH:6]=[CH2:7].[CH3:20][O:21][C:22]1[CH:42]=[CH:41][C:25]([CH2:26][N:27]([C:34]2[CH:39]=[CH:38][C:37](Br)=[CH:36][CH:35]=2)[C:28]2[N:33]=[CH:32][CH:31]=[CH:30][N:29]=2)=[CH:24][CH:23]=1>>[CH3:1][O:2][C:3](=[O:19])[CH:4]([NH:8][C:9](=[O:18])[C:10]1[C:11]([Cl:17])=[CH:12][CH:13]=[CH:14][C:15]=1[Cl:16])[CH2:5]/[CH:6]=[CH:7]/[C:37]1[CH:36]=[CH:35][C:34]([N:27]([CH2:26][C:25]2[CH:24]=[CH:23][C:22]([O:21][CH3:20])=[CH:42][CH:41]=2)[C:28]2[N:29]=[CH:30][CH:31]=[CH:32][N:33]=2)=[CH:39][CH:38]=1. Procedure details: In the same manner as in Example 1, 2-(2,6-dichlorobenzamido)pent-4-enoic acid methyl ester (83.3 mg) was reacted with N-(4-methoxybenzyl)-N-(4-bromophenyl)pyrimidin-2-amine (102.4 mg) to obtain (E)-2-(2,6-dichlorobenzamido)-5-[4-((4-methoxy-benzyl)-pyrimidin-2-ylamino)phenyl]pent-4-enoic acid methyl ester (102.4 mg). Column chromatography (silica gel, eluent: hexane/ethyl acetate=3/1→1/3) and thin layer chromatography (silica gel, mobile phasae: cyclohexane/ethyl acetate=1/5) were used for puri... Starting materials: [BH4-], COc1ccc2c(c1OC)C(C)(C)N1CCc3cc4c(cc3C1=C2)OCO4, CO, [Na+]. The product is COc1ccc2c(c1OC)C(C)(C)N1CCc3cc4c(cc3C1C2)OCO4. RXN SMILES: [BH4-:28].[CH3:1][O:2][c:3]1[c:4]([O:26][CH3:27])[cH:5][cH:6][c:7]2[c:23]1[C:22]([CH3:24])([CH3:25])[N:10]1[C:9](=[CH:8]2)[c:18]2[c:13]([cH:14][c:15]3[c:16]([cH:17]2)[O:19][CH2:20][O:21]3)[CH2:12][CH2:11]1.[CH3:30][OH:31].[Na+:29]>>[CH3:1][O:2][c:3]1[c:4]([O:26][CH3:27])[cH:5][cH:6][c:7]2[c:23]1[C:22]([CH3:24])([CH3:25])[N:10]1[CH:9]([CH2:8]2)[c:18]2[c:13]([cH:14][c:15]3[c:16]([cH:17]2)[O:19][CH2:20][O:21]3)[CH2:12][CH2:11]1.